From a dataset of the Open Reaction Database (ORD), a public repository of structured organic reaction records. describe an organic reaction: reactants, conditions, products, and yield The reactants are BrBr, Brc1cc(NC2=NCCN2)cc2[nH]cnc12, CC(=O)O. The product is Brc1cc(NC2=NCCN2)c(Br)c2[nH]cnc12. RXN SMILES: [Br:17][Br:18].[Br:1][c:2]1[cH:3][c:4]([NH:11][C:12]2=[N:16][CH2:15][CH2:14][NH:13]2)[cH:5][c:6]2[c:7]1[n:8][cH:9][nH:10]2.[C:19]([OH:20])(=[O:21])[CH3:22]>>[Br:1][c:2]1[cH:3][c:4]([NH:11][C:12]2=[N:16][CH2:15][CH2:14][NH:13]2)[c:5]([Br:17])[c:6]2[c:7]1[n:8][cH:9][nH:10]2.